This data is from the Open Reaction Database (ORD), a public repository of structured organic reaction records. The task is: describe an organic reaction: reactants, conditions, products, and yield Reactants: CN1CCN(C(=O)c2ccc([N+](=O)[O-])cc2)CC1, CCO, [H][H]. Yields the product CN1CCN(C(=O)c2ccc(N)cc2)CC1. As a reaction SMILES: [CH3:1][N:2]1[CH2:3][CH2:4][N:5]([C:8](=[O:9])[c:10]2[cH:11][cH:12][c:13]([N+:16]([O-:17])=[O:18])[cH:14][cH:15]2)[CH2:6][CH2:7]1.[CH3:21][CH2:22][OH:23].[H:19][H:20]>>[CH3:1][N:2]1[CH2:3][CH2:4][N:5]([C:8](=[O:9])[c:10]2[cH:11][cH:12][c:13]([NH2:16])[cH:14][cH:15]2)[CH2:6][CH2:7]1. The reactants are COC(=O)c1cccc(OC(C)(C)C#N)c1, CO, Cl, [Na+], [OH-]. Product: CC(C)(C#N)Oc1cccc(C(=O)O)c1. RXN SMILES: [C:1](#[N:2])[C:3]([CH3:4])([O:5][c:6]1[cH:7][c:8]([C:9](=[O:10])[O:11][CH3:12])[cH:13][cH:14][cH:15]1)[CH3:16].[CH3:20][OH:21].[ClH:19].[Na+:18].[OH-:17]>>[C:1](#[N:2])[C:3]([CH3:4])([O:5][c:6]1[cH:7][c:8]([C:9](=[O:10])[OH:11])[cH:13][cH:14][cH:15]1)[CH3:16]. Reactants: NC1=C(C=NN1C1=CC=C(C=C1)F)C(=O)NCC(C(F)(F)F)(O)CNCC (5-amino-N-{2-[(ethylamino)methyl]-3,3,3-trifluoro-2-hydroxypropyl}-1-(4-fluorophenyl)-1H-pyrazole-4-carboxamide), ClC1=C(C(=O)Cl)C(=CC=C1)Cl (2,6-dichlorobenzoyl chloride), C(C)(C)N(CC)C(C)C (diisopropylethylamine). The solvent is O1CCCC1 (tetrahydrofuran). Reaction conditions: time 20 minute. The product is C(C)(=O)[O-] (acetate), NC1=C(C=NN1C1=CC=C(C=C1)F)C(=O)NCC(C(F)(F)F)(O)CN(CC)C(=O)C1=C(C=CC=C1Cl)Cl (5-Amino-N-(2-{[[(2,6-dichlorophenyl)carbonyl](ethyl)amino]methyl}-3,3,3-trifluoro-2-hydroxypropyl)-1-(4-fluorophenyl)-1H-pyrazole-4-carboxamide). The yield is 174.3%. RXN SMILES: [NH2:1][C:2]1[N:6]([C:7]2[CH:12]=[CH:11][C:10]([F:13])=[CH:9][CH:8]=2)[N:5]=[CH:4][C:3]=1[C:14]([NH:16][CH2:17][C:18]([CH2:24][NH:25][CH2:26][CH3:27])([OH:23])[C:19]([F:22])([F:21])[F:20])=[O:15].C(N(C(C)C)CC)(C)C.[Cl:37][C:38]1[CH:46]=[CH:45][CH:44]=[C:43]([Cl:47])[C:39]=1[C:40](Cl)=[O:41]>O1CCCC1>[C:18]([O-:41])(=[O:23])[CH3:24].[NH2:1][C:2]1[N:6]([C:7]2[CH:8]=[CH:9][C:10]([F:13])=[CH:11][CH:12]=2)[N:5]=[CH:4][C:3]=1[C:14]([NH:16][CH2:17][C:18]([CH2:24][N:25]([C:40]([C:39]1[C:38]([Cl:37])=[CH:46][CH:45]=[CH:44][C:43]=1[Cl:47])=[O:41])[CH2:26][CH3:27])([OH:23])[C:19]([F:22])([F:21])[F:20])=[O:15]. Reported procedure: To a solution of 5-amino-N-{2-[(ethylamino)methyl]-3,3,3-trifluoro-2-hydroxypropyl}-1-(4-fluorophenyl)-1H-pyrazole-4-carboxamide (56 mg, 0.15 mmol) in anhydrous tetrahydrofuran (2 ml) cooled in ice was added diisopropylethylamine (0.052 ml, 0.3 mmol) followed by 2,6-dichlorobenzoyl chloride (0.023 ml, 0.164 mmol). After 20 minutes, the mixture was removed from the ice and left at 21° C. for 19 hours. The mixture was blown down, the residue was dissolved in dichloromethane (3 ml) and washed with ... The reactants are ClC1=CC=CC=C1 (chlorobenzene), C([O-])([O-])=O.[Na+].[Na+] (sodium carbonate), C=CC1=CC=CC=C1 (styrene), C1(OCC(C)O1)=O (propylene carbonate). Reagents/catalysts: [Pd] (palladium). The solvent is C(C)OCC (diethyl ether). Conditions: temperature 155 celsius, time 65 hour. The product is C1(=CC=CC=C1)C=CC1=CC=CC=C1 (stilbene). Reaction SMILES: Cl[C:2]1[CH:7]=[CH:6][CH:5]=[CH:4][CH:3]=1.C(=O)([O-])[O-].[Na+].[Na+].[CH2:14]=[CH:15][C:16]1[CH:21]=[CH:20][CH:19]=[CH:18][CH:17]=1.C1(=O)OC(C)CO1>[Pd].C(OCC)C>[C:2]1([CH:14]=[CH:15][C:16]2[CH:21]=[CH:20][CH:19]=[CH:18][CH:17]=2)[CH:7]=[CH:6][CH:5]=[CH:4][CH:3]=1 |f:1.2.3|. Procedure: Under argon, a solution containing 122 mg of chlorobenzene, 229 mg of sodium carbonate, 141 mg of styrene and 1 ml of propylene carbonate stabilized colloid solution with a palladium content of 4.023 mg is heated at 155° C. with stirring in a sealed vessel for 65 h. At the end of the reaction, 2 ml of diethyl ether is added, and the mixture is filtered. The yield of desired product as determined by GC is 34%. Reactants: CC(=O)CC(=O)OCC(C)(C)CN(C)Cc1ccccc1, CCO, N. Product: CC(N)=CC(=O)OCC(C)(C)CN(C)Cc1ccccc1. As a reaction SMILES: [C:1]([CH2:2][C:3](=[O:4])[CH3:5])(=[O:6])[O:7][CH2:8][C:9]([CH2:10][N:11]([CH3:12])[CH2:13][c:14]1[cH:15][cH:16][cH:17][cH:18][cH:19]1)([CH3:20])[CH3:21].[CH3:23][CH2:24][OH:25].[NH3:22]>>[C:1]([CH:2]=[C:3]([CH3:5])[NH2:22])(=[O:6])[O:7][CH2:8][C:9]([CH2:10][N:11]([CH3:12])[CH2:13][c:14]1[cH:15][cH:16][cH:17][cH:18][cH:19]1)([CH3:20])[CH3:21]. Starting materials: CI (methyl iodide), O1C(=CC=C1)C(=O)C1=NC=CC(=C1)C (2-(2-furoyl)-4-methylpyridine). Solvent: C1(=CC=CC=C1)C (toluene), CC(=O)C (acetone). Yields the product [I-].O1C(=CC=C1)C(=O)C1=[N+](C=CC(=C1)C)C (2-(2-furoyl)-1,4-dimethylpyridinium iodide). Isolated yield 83.8%. Reaction SMILES: [CH3:1][I:2].[O:3]1[CH:7]=[CH:6][CH:5]=[C:4]1[C:8]([C:10]1[CH:15]=[C:14]([CH3:16])[CH:13]=[CH:12][N:11]=1)=[O:9]>C1(C)C=CC=CC=1.CC(C)=O>[I-:2].[O:3]1[CH:7]=[CH:6][CH:5]=[C:4]1[C:8]([C:10]1[CH:15]=[C:14]([CH3:16])[CH:13]=[CH:12][N+:11]=1[CH3:1])=[O:9] |f:4.5|. Procedure details: 49.7 gr of methyl iodide dissolved in 43 ml of anhydrous toluene are added to a solution of 5.5 gr of 2-(2-furoyl)-4-methylpyridine in 35.5 ml of anhydrous acetone. The mixture is kept under reflux for ninety-six hours. Following this, it is cooled for twelve hours. 8.1 g (Yield: 84%) of 2-(2-furoyl)-1,4-dimethylpyridinium iodide (I) with a melting point of 190°-95° C. are removed by filtering. An analytical sample recrystallized from ethanol has a melting point of 202-3° C. Analysis calculated ... Yields the product N[C@@H](CC1=CC=C(C=C1)O)C(=O)N[C@H](C)C(=O)N[C@@H](CC1=CC=CC=C1)C(=O)N[C@@H](CCSC)C(=O)N (H-Tyr-DAla-Phe-Met-NH2). The solvent is C1(=CC=CC=C1)OC (anisole), FC(C(=O)O)(F)F (trifluoroacetic acid), O.CO.C(C)(=O)O (water methanol acetic acid), CO.O.C(C)(=O)O (methanol water acetic acid), C(C)O (ethanol), CCOCC (ether). Reported procedure: A solution of 2.2 g of Boc-Tyr-DAla-Phe-Met-NH2 in 20 ml of 10% anisole in trifluoroacetic acid (TFA) was stirred for 30 min. Evaporation of the solvent gave a residue which was dissolved in 20 ml of water:methanol:acetic acid (94:5:1) and applied to a column of Amberlite XAD-2 (44-74 μm, 2.7×60 cm). The sample was eluted at 6 ml/min with a convex gradient formed from 2 L of water:methanol:acetic acid (94:5:1) into which was fed methanol:water:acetic acid (50:49:1). Evaporation of the product pe... The reactants are N([C@@H](CC1=CC=C(C=C1)O)C(=O)N[C@H](C)C(=O)N[C@@H](CC1=CC=CC=C1)C(=O)N[C@@H](CCSC)C(=O)N)C(=O)OC(C)(C)C (Boc-Tyr-DAla-Phe-Met-NH2). Isolated yield 74.0%. Reaction SMILES: [NH:1](C(OC(C)(C)C)=O)[C@H:2]([C:11]([NH:13][C@@H:14]([C:16]([NH:18][C@H:19]([C:27]([NH:29][C@H:30]([C:35]([NH2:37])=[O:36])[CH2:31][CH2:32][S:33][CH3:34])=[O:28])[CH2:20][C:21]1[CH:26]=[CH:25][CH:24]=[CH:23][CH:22]=1)=[O:17])[CH3:15])=[O:12])[CH2:3][C:4]1[CH:9]=[CH:8][C:7]([OH:10])=[CH:6][CH:5]=1>C1(OC)C=CC=CC=1.FC(F)(F)C(O)=O.O.CO.C(O)(=O)C.C(O)C.CCOCC>[NH2:1][C@H:2]([C:11]([NH:13][C@@H:14]([C:16]([NH:18][C@H:19]([C:27]([NH:29][C@H:30]([C:35]([NH2:37])=[O:36])[CH2:31][CH2:32][S:33][CH3:34])=[O:28])[CH2:20][C:21]1[CH:22]=[CH:23][CH:24]=[CH:25][CH:26]=1)=[O:17])[CH3:15])=[O:12])[CH2:3][C:4]1[CH:9]=[CH:8][C:7]([OH:10])=[CH:6][CH:5]=1 |f:3.4.5|. Starting materials: BrCCC1=CC=CC2=CC=CC=C12 (2-bromoethylnaphthalene), ClC=1N=CNC1Cl (4,5-dichloroimidazole), C(C)#N (acetonitrile), [OH-].[K+] (Potassium hydroxide), BrC(CCCC(=O)O)C (5-bromohexanoic acid), Br (HBr). Yields the product [Br-].C(=O)(O)CCCCCN1C=[N+](C(=C1Cl)Cl)CCC1=CC2=CC=CC=C2C=C1 (1-(5-carboxypentyl)-4,5-dichloro-3-(2-(naphthalen-2-yl)ethyl)-1H-imidazol-3-ium bromide). As a reaction SMILES: [Cl:1][C:2]1[N:3]=[CH:4][NH:5][C:6]=1[Cl:7].[OH-].[K+].[Br:10][CH:11]([CH3:18])[CH2:12][CH2:13][CH2:14][C:15]([OH:17])=[O:16].BrCC[C:22]1[C:31]2[C:26](=[CH:27][CH:28]=[CH:29][CH:30]=2)[CH:25]=[CH:24][CH:23]=1.Br.[C:33](#N)[CH3:34]>>[Br-:10].[C:15]([CH2:14][CH2:13][CH2:12][CH2:11][CH2:18][N:3]1[C:2]([Cl:1])=[C:6]([Cl:7])[N+:5]([CH2:33][CH2:34][C:24]2[CH:23]=[CH:22][C:31]3[C:26](=[CH:27][CH:28]=[CH:29][CH:30]=3)[CH:25]=2)=[CH:4]1)([OH:17])=[O:16] |f:1.2,7.8|. Reported procedure: 4,5-dichloroimidazole (1.00 g, 7.36 mmol) was dissolved in acetonitrile. Potassium hydroxide (0.828 g, 14.72 mmol) was added to the solution and allowed to reflux for 30 min. 1 equivalent of 5-bromohexanoic acid (1.44 g, 7.36 mmol) was added to the solution and refluxed for 5 h. Solution was filtered to remove the KBr precipitate and placed back onto reflux. An equivalent of 2-(2-bromoethylnaphthalene (1.73 g, 7.36 mmol) was added to solution and refluxed for 2.5 h. The solution was neutralized ... The reactants are CC(O)Cn1nc(Br)c([N+](=O)[O-])c1Br, CCO, CC(C)OC(C)C, NCc1ccccc1. Product: CC(O)Cn1nc(Br)c([N+](=O)[O-])c1NCc1ccccc1. As a reaction SMILES: [Br:1][c:2]1[n:3][n:4]([CH2:11][CH:12]([CH3:13])[OH:14])[c:5]([Br:10])[c:6]1[N+:7](=[O:8])[O-:9].[CH3:30][CH2:31][OH:32].[CH:23]([O:24][CH:25]([CH3:26])[CH3:27])([CH3:28])[CH3:29].[NH2:15][CH2:16][c:17]1[cH:18][cH:19][cH:20][cH:21][cH:22]1>>[Br:1][c:2]1[n:3][n:4]([CH2:11][CH:12]([CH3:13])[OH:14])[c:5]([NH:15][CH2:16][c:17]2[cH:18][cH:19][cH:20][cH:21][cH:22]2)[c:6]1[N+:7](=[O:8])[O-:9]. The reactants are CNC1=C(C=CC=C1[N+](=O)[O-])O (2-Methylamino-3-nitrophenol), CC(=O)O (HOAc). Reagents/catalysts: [Pd] (Pd on carbon). The solvent is CO (MeOH). The product is CN1C=NC2=C1C(=CC=C2)O (3-Methyl-3H-benzoimidazol-4-ol). RXN SMILES: [CH3:1][NH:2][C:3]1[C:8]([N+:9]([O-])=O)=[CH:7][CH:6]=[CH:5][C:4]=1[OH:12].[CH3:13]C(O)=O>CO.[Pd]>[CH3:1][N:2]1[C:3]2[C:4]([OH:12])=[CH:5][CH:6]=[CH:7][C:8]=2[N:9]=[CH:13]1. Reported procedure: 2-Methylamino-3-nitrophenol (1.00 g, 5.98 mmol) in MeOH (100 mL) with HOAc (0.22 mL) was hydrogenated (50 psi) for 2 hours over 10% Pd on carbon (186 mg). The catalyst was removed by filtration and the filtrate concentrated in vacuo. The residue was dissolved in formic acid and refluxed for 17 hours under N2 (g). Excess acid was removed in vacuo, and the residue was taken up in 5% MeOH in EtOAc and washed with saturated aqueous NaHCO3 and brine. The organic phase was dried over Na2SO4 and concen...